Dataset: the Open Reaction Database (ORD), a public repository of structured organic reaction records. Task: describe an organic reaction: reactants, conditions, products, and yield The reactants are Cl (hydrogen chloride), C(C)O (ethanol), C(C)(C)(C)NS(=O)(=O)C=1SC(=CC1C(=O)O)Cl (2-(N-tert-butylsulfamoyl)-5-chlorothiophene-3-carboxylic acid). Yields the product ClC1=CC(=C(S1)S(N)(=O)=O)C(=O)OCC (Ethyl 5-chloro-2-sulfamoylthiophene-3-carboxylate). Isolated yield 96.0%. As a reaction SMILES: C([NH:5][S:6]([C:9]1[S:10][C:11]([Cl:17])=[CH:12][C:13]=1[C:14]([OH:16])=[O:15])(=[O:8])=[O:7])(C)(C)C.Cl.[CH2:19](O)[CH3:20]>>[Cl:17][C:11]1[S:10][C:9]([S:6](=[O:7])(=[O:8])[NH2:5])=[C:13]([C:14]([O:16][CH2:19][CH3:20])=[O:15])[CH:12]=1. Reported procedure: A solution of 2-(N-tert-butylsulfamoyl)-5-chlorothiophene-3-carboxylic acid (60.0 g; 0.201 mol) made by the procedure described by B. Unterhalt and S. Moghaddam, Pharmazie 49, 115-117 (1994) in 700 ml of abs. ethanol saturated with hydrogen chloride was heated with stirring at reflux for 17 h. The cooled solution was evaporated to dryness and the residue was purified by trituration with water and dried to give 52.3 g (96%) of the title compound; 1H-NMR (DMSO-d6): δ 1.31 (t, J=7 Hz, 3H, CH3), 4.3...